describe an organic reaction: reactants, conditions, products, and yield From a dataset of the Open Reaction Database (ORD), a public repository of structured organic reaction records. Yields the product OC(CC(C(=O)O)=NO)(C(=O)O)CC1=CC=C(C=C1)O (4-hydroxy-4-(4-hydroxyphenylmethyl)-2-hydroxyiminoglutaric acid). Run in [OH-].[K+] (potassium hydroxide), O (water). As a reaction SMILES: [OH:1][C:2]1[CH:7]=[CH:6][C:5]([CH2:8][C:9](=[O:13])[C:10]([OH:12])=[O:11])=[CH:4][CH:3]=1.[C:14]([OH:22])(=[O:21])[CH2:15][C:16](C(O)=O)=O.Cl.[NH2:24][OH:25].Cl>[OH-].[K+].O>[OH:13][C:9]([CH2:8][C:5]1[CH:4]=[CH:3][C:2]([OH:1])=[CH:7][CH:6]=1)([C:10]([OH:12])=[O:11])[CH2:16][C:15](=[N:24][OH:25])[C:14]([OH:22])=[O:21] |f:2.3,5.6|. The reactants are crude product, OC1=CC=C(C=C1)CC(C(=O)O)=O (4-hydroxyphenylpyruvic acid), C(CC(=O)C(=O)O)(=O)O (oxalacetic acid), Cl (hydrochloric acid), Cl.NO (Hydroxylamine hydrochloride salt). Procedure details: To 10 ml of water in which were dissolved 3.18 g of potassium hydroxide, were added 1.0 g (5.55 mmol) of 4-hydroxyphenylpyruvic acid and 2.2 g (16.7 mmol) of oxalacetic acid, for reaction at ambient temperature for 72 hours (about pH 13 at the start of the reaction). Hydroxylamine hydrochloride salt of 1.54 g (22.2 mmol) was added to the reaction solution, for reaction at ambient temperature for 10 hours. The reaction solution was then adjusted to pH 2.6, using 6N hydrochloric acid, for extracti... The reactants are CN1C(NC=2C(C1=O)=C(N(N2)CC2=CC=CC1=CC=CC=C21)C2=CC=NC=C2)=O (5-methyl-2-(1-naphthylmethyl)-3-pyridin-4-yl-2H-pyrazolo[3,4-d]pyrimidine-4,6(5H,7H)-dione), BrCC=1C(=NOC1C)C (4-(bromomethyl)-3,5-dimethylisoxazole), C([O-])([O-])=O.[K+].[K+] (potassium carbonate). RXN SMILES: [CH3:1][N:2]1[C:7](=[O:8])[C:6]2=[C:9]([C:23]3[CH:28]=[CH:27][N:26]=[CH:25][CH:24]=3)[N:10]([CH2:12][C:13]3[C:22]4[C:17](=[CH:18][CH:19]=[CH:20][CH:21]=4)[CH:16]=[CH:15][CH:14]=3)[N:11]=[C:5]2[NH:4][C:3]1=[O:29].Br[CH2:31][C:32]1[C:33]([CH3:38])=[N:34][O:35][C:36]=1[CH3:37].C(=O)([O-])[O-].[K+].[K+]>CN(C=O)C>[CH3:38][C:33]1[C:32]([CH2:31][N:4]2[C:5]3=[N:11][N:10]([CH2:12][C:13]4[C:22]5[C:17](=[CH:18][CH:19]=[CH:20][CH:21]=5)[CH:16]=[CH:15][CH:14]=4)[C:9]([C:23]4[CH:24]=[CH:25][N:26]=[CH:27][CH:28]=4)=[C:6]3[C:7](=[O:8])[N:2]([CH3:1])[C:3]2=[O:29])=[C:36]([CH3:37])[O:35][N:34]=1 |f:2.3.4|. Product: CC1=NOC(=C1CN1C(N(C(C=2C1=NN(C2C2=CC=NC=C2)CC2=CC=CC1=CC=CC=C21)=O)C)=O)C (7-[(3,5-dimethylisoxazol-4-yl)methyl]-5-methyl-2-(1-naphthylmethyl)-3-pyridin-4-yl-2H-pyrazolo[3,4-d]pyrimidine-4,6(5H,7H)-dione). Reported procedure: This compound was synthesized by the reaction of 5-methyl-2-(1-naphthylmethyl)-3-pyridin-4-yl-2H-pyrazolo[3,4-d]pyrimidine-4,6(5H,7H)-dione and 4-(bromomethyl)-3,5-dimethylisoxazole using potassium carbonate as abase in DMF at 80° C. Mass: 492.94 (M+H). Run in CN(C)C=O (DMF). Reactants: O=C1c2ccccc2C(=O)N1CCc1c[nH]c2ccc(Br)cc12, [C-]#N, CN1CCCC1=O, N. Yields the product N#Cc1ccc2[nH]cc(CCN3C(=O)c4ccccc4C3=O)c2c1. Reaction SMILES: [Br:1][c:2]1[cH:3][c:4]2[c:5]([CH2:11][CH2:12][N:13]3[C:14](=[O:23])[c:15]4[cH:16][cH:17][cH:18][cH:19][c:20]4[C:21]3=[O:22])[cH:6][nH:7][c:8]2[cH:9][cH:10]1.[C-:24]#[N:25].[CH3:27][N:28]1[CH2:29][CH2:30][CH2:31][C:32]1=[O:33].[NH3:26]>>[c:2]1([C:24]#[N:25])[cH:3][c:4]2[c:5]([CH2:11][CH2:12][N:13]3[C:14](=[O:23])[c:15]4[cH:16][cH:17][cH:18][cH:19][c:20]4[C:21]3=[O:22])[cH:6][nH:7][c:8]2[cH:9][cH:10]1. The reactants are O=C(OO)c1cccc(Cl)c1, ClCCl, Brc1cnc(SCc2cccs2)nc1. Product: O=S(Cc1cccs1)c1ncc(Br)cn1. Reaction SMILES: [Cl:1][c:2]1[cH:3][cH:4][cH:5][c:6]([C:7]([O:8][OH:10])=[O:9])[cH:11]1.[Cl:26][CH2:27][Cl:28].[s:12]1[c:13]([CH2:17][S:18][c:19]2[n:20][cH:21][c:22]([Br:25])[cH:23][n:24]2)[cH:14][cH:15][cH:16]1>>[O:9]=[S:18]([CH2:17][c:13]1[s:12][cH:16][cH:15][cH:14]1)[c:19]1[n:20][cH:21][c:22]([Br:25])[cH:23][n:24]1. Reactants: CO (methanol), CO (methanol), [BH3-]C#N.[Na+] (NaCNBH3), CC(C1=CC=CC=C1)NC1CCN(CC1)C (4-Alpha-methylbenzylamino-1-methyl-piperidine), C1(=CC=CC=C1)CCN (Phenylethylamine), CO (methanol), CN1CCC(CC1)=O (1-Methyl-4-piperidone), CO (methanol). Solvent: ClCCl (dichloromethane), C(C)(=O)O (Acetic acid). Yields the product COC1=CC=C(C=C1)CC(=O)N(C1CCN(CC1)C)C(C)C1=CC=CC=C1 (2-(4-Methoxyphenyl)-N-(1-phenylethyl)-N-(1-methylpiperidin-4-yl) acetamide). RXN SMILES: [CH3:1][CH:2]([NH:9][CH:10]1[CH2:15][CH2:14][N:13]([CH3:16])[CH2:12][CH2:11]1)[C:3]1[CH:8]=[CH:7][CH:6]=[CH:5][CH:4]=1.[C:17]1([CH2:23][CH2:24]N)[CH:22]=[CH:21][CH:20]=[CH:19][CH:18]=1.CN1CC[C:30](=[O:33])CC1.[BH3-]C#N.[Na+].C[OH:39]>ClCCl.C(O)(=O)C>[CH3:30][O:33][C:20]1[CH:21]=[CH:22][C:17]([CH2:23][C:24]([N:9]([CH:2]([C:3]2[CH:8]=[CH:7][CH:6]=[CH:5][CH:4]=2)[CH3:1])[CH:10]2[CH2:15][CH2:14][N:13]([CH3:16])[CH2:12][CH2:11]2)=[O:39])=[CH:18][CH:19]=1 |f:3.4|. Procedure details: 4-Alpha-methylbenzylamino-1-methyl-piperidine (47AKU-36) DL-Phenylethylamine (606 mg, 5.0 mmol) was dissolved in 10 ml methanol and 1-Methyl-4-piperidone (566 mg, 5.0 mmol) in 10 ml methanol was added. Mixture was stirred and Acetic acid (˜0.75 ml) was added until pH˜5. NaCNBH3 (628 g, 10 mmol) was slowly added. Gas evolution observed. After magnetic stirring for 20 hrs methanol was partly removed on Rotavapor (40° C.). Ethylacetate, 2M NaOH and water were added until pH˜10. Phases were separate... The reactants are [BH4-], C1CCOC1, CO, [Na+], CC(C)(C)OC(=O)c1nc(N2CCc3cccc(C(=O)N=c4sc5ccccc5n4COCC[Si](C)(C)C)c3C2)ccc1CCC=O. Yields the product CC(C)(C)OC(=O)c1nc(N2CCc3cccc(C(=O)N=c4sc5ccccc5n4COCC[Si](C)(C)C)c3C2)ccc1CCCO. Reaction SMILES: [BH4-:48].[CH2:50]1[O:51][CH2:52][CH2:53][CH2:54]1.[CH3:55][OH:56].[Na+:49].[O:1]=[CH:2][CH2:3][CH2:4][c:5]1[c:6]([C:41](=[O:42])[O:43][C:44]([CH3:45])([CH3:46])[CH3:47])[n:7][c:8]([N:11]2[CH2:12][c:13]3[c:14]([C:21]([N:22]=[c:23]4[s:24][c:25]5[c:26]([n:27]4[CH2:28][O:29][CH2:30][CH2:31][Si:32]([CH3:33])([CH3:34])[CH3:35])[cH:36][cH:37][cH:38][cH:39]5)=[O:40])[cH:15][cH:16][cH:17][c:18]3[CH2:19][CH2:20]2)[cH:9][cH:10]1>>[OH:1][CH2:2][CH2:3][CH2:4][c:5]1[c:6]([C:41](=[O:42])[O:43][C:44]([CH3:45])([CH3:46])[CH3:47])[n:7][c:8]([N:11]2[CH2:12][c:13]3[c:14]([C:21]([N:22]=[c:23]4[s:24][c:25]5[c:26]([n:27]4[CH2:28][O:29][CH2:30][CH2:31][Si:32]([CH3:33])([CH3:34])[CH3:35])[cH:36][cH:37][cH:38][cH:39]5)=[O:40])[cH:15][cH:16][cH:17][c:18]3[CH2:19][CH2:20]2)[cH:9][cH:10]1.